From a dataset of the Open Reaction Database (ORD), a public repository of structured organic reaction records. describe an organic reaction: reactants, conditions, products, and yield Starting materials: Cl (hydrogen chloride), C(C)(C)(C)N1C[C@H]([C@@H](C1)C1=C(C=C(C=C1)F)F)C(=O)OC (methyl (3S,4R)-1-tert-butyl-4-(2,4-difluorophenyl)pyrrolidine-3-carboxylate), 79, C[Si]([O-])(C)C.[K+] (potassium trimethylsilanolate). Solvent: CCOC(=O)C (EtOAc), C(C)OCC (diethyl ether). Run at time 8 hour. The product is Cl.C(C)(C)(C)N1C[C@H]([C@@H](C1)C1=C(C=C(C=C1)F)F)C(=O)O ((3S,4R)-1-tert-butyl-4-(2,4-difluorophenyl)pyrrolidine-3-carboxylic acid hydrochloride salt). Reaction SMILES: [C:1]([N:5]1[CH2:9][C@@H:8]([C:10]2[CH:15]=[CH:14][C:13]([F:16])=[CH:12][C:11]=2[F:17])[C@H:7]([C:18]([O:20]C)=[O:19])[CH2:6]1)([CH3:4])([CH3:3])[CH3:2].C[Si](C)(C)[O-].[K+].[ClH:28]>C(OCC)C.CCOC(C)=O>[ClH:28].[C:1]([N:5]1[CH2:9][C@@H:8]([C:10]2[CH:15]=[CH:14][C:13]([F:16])=[CH:12][C:11]=2[F:17])[C@H:7]([C:18]([OH:20])=[O:19])[CH2:6]1)([CH3:4])([CH3:2])[CH3:3] |f:1.2,6.7|. Procedure: A mixture of the methyl (3S,4R)-1-tert-butyl-4-(2,4-difluorophenyl)pyrrolidine-3-carboxylate enantiomer 79 (1.37 g, 4.61 mmol) and potassium trimethylsilanolate (0.68 g, 5.30 mmol) in diethyl ether (23 mL) was stirred at r.t. overnight. A saturated solution of hydrogen chloride in EtOAc was then added, the volatiles were evaporated to give 80, which was used without further purification in the preparation of Examples detailed below. Isolated yield 78.0%. Reported procedure: According to the procedure used for the synthesis of N-(3-{1-[(6-chloro-1H-indol-3-yl)methyl]-4-piperidinyl}phenyl)-2-methylpropanamide, 1-(4-methylphenyl)-1H-indole (0.207 g, 1.00 mmol) provided 2-methyl-N-[3-(1-{[1-(4-methylphenyl)-1H-indol-3-yl]methyl}-4-piperidinyl)phenyl]propanamide (0.441 g, 78%). 1H NMR (400 MHz, CDCl3) δ 7.90 (s, 1H), 7.73 (d, 1H, J=7.2 Hz), 7.58–7.51 (m, 2H), 7.43–7.36 (m, 3H), 7.35–7.29 (m, 3H), 7.26–7.15 (m, 3H), 6.89 (d, 1H, J=7.7 Hz), 4.07 (s, 2H), 3.36 (d, 2H, J=11... The product is CC(C(=O)NC1=CC(=CC=C1)C1CCN(CC1)CC1=CN(C2=CC=CC=C12)C1=CC=C(C=C1)C)C (2-methyl-N-[3-(1-{[1-(4-methylphenyl)-1H-indol-3-yl]methyl}-4-piperidinyl)phenyl]propanamide). Reaction SMILES: Cl[C:2]1[CH:10]=[C:9]2[C:5]([C:6]([CH2:11][N:12]3[CH2:17][CH2:16][CH:15]([C:18]4[CH:19]=[C:20]([NH:24][C:25](=[O:29])[CH:26]([CH3:28])[CH3:27])[CH:21]=[CH:22][CH:23]=4)[CH2:14][CH2:13]3)=[CH:7][NH:8]2)=[CH:4][CH:3]=1.[CH3:30][C:31]1[CH:36]=[CH:35][C:34](N2C3C(=CC=CC=3)C=C2)=[CH:33][CH:32]=1>>[CH3:27][CH:26]([CH3:28])[C:25]([NH:24][C:20]1[CH:21]=[CH:22][CH:23]=[C:18]([CH:15]2[CH2:16][CH2:17][N:12]([CH2:11][C:6]3[C:5]4[C:9](=[CH:10][CH:2]=[CH:3][CH:4]=4)[N:8]([C:34]4[CH:35]=[CH:36][C:31]([CH3:30])=[CH:32][CH:33]=4)[CH:7]=3)[CH2:13][CH2:14]2)[CH:19]=1)=[O:29]. Reactants: ClC1=CC=C2C(=CNC2=C1)CN1CCC(CC1)C=1C=C(C=CC1)NC(C(C)C)=O (N-(3-{1-[(6-chloro-1H-indol-3-yl)methyl]-4-piperidinyl}phenyl)-2-methylpropanamide), CC1=CC=C(C=C1)N1C=CC2=CC=CC=C12 (1-(4-methylphenyl)-1H-indole). Starting materials: O=C1CCC(=O)N1Br, ClC(Cl)(Cl)Cl, CCOC(=O)c1ccc(C(F)(F)F)nc1C. Product: CCOC(=O)c1ccc(C(F)(F)F)nc1CBr. RXN SMILES: [Br:17][N:18]1[C:19](=[O:20])[CH2:21][CH2:22][C:23]1=[O:24].[C:25]([Cl:26])([Cl:27])([Cl:28])[Cl:29].[CH3:1][c:2]1[c:3]([C:4](=[O:5])[O:6][CH2:7][CH3:8])[cH:9][cH:10][c:11]([C:13]([F:14])([F:15])[F:16])[n:12]1>>[CH2:1]([c:2]1[c:3]([C:4](=[O:5])[O:6][CH2:7][CH3:8])[cH:9][cH:10][c:11]([C:13]([F:14])([F:15])[F:16])[n:12]1)[Br:17]. The reactants are COc1cc2c(c3c1OC(C)(C)C3)C(c1ccccc1)=NC(C)(C)C2, CO, [Cl-], N, [NH4+]. The product is CC1(C)Cc2cc(N)c3c(c2C(c2ccccc2)=N1)CC(C)(C)O3. RXN SMILES: [CH3:1][O:2][c:3]1[cH:4][c:5]2[c:10]([c:11]3[c:12]1[O:13][C:14]([CH3:16])([CH3:17])[CH2:15]3)[C:9]([c:18]1[cH:19][cH:20][cH:21][cH:22][cH:23]1)=[N:8][C:7]([CH3:24])([CH3:25])[CH2:6]2.[CH3:28][OH:29].[Cl-:26].[NH3:30].[NH4+:27]>>[c:3]1([NH2:27])[cH:4][c:5]2[c:10]([c:11]3[c:12]1[O:13][C:14]([CH3:16])([CH3:17])[CH2:15]3)[C:9]([c:18]1[cH:19][cH:20][cH:21][cH:22][cH:23]1)=[N:8][C:7]([CH3:24])([CH3:25])[CH2:6]2.